describe an organic reaction: reactants, conditions, products, and yield From a dataset of the Open Reaction Database (ORD), a public repository of structured organic reaction records. The reactants are O=C([O-])[O-], CC(C)=O, OC(c1ccc(Nc2ccc(F)cc2F)nc1)c1cc(-c2ccncc2)ccc1Cl, [Na+], [Na+]. Yields the product O=C(c1ccc(Nc2ccc(F)cc2F)nc1)c1cc(-c2ccncc2)ccc1Cl. RXN SMILES: [C:31](=[O:32])([O-:33])[O-:34].[CH3:37][C:38](=[O:39])[CH3:40].[Cl:1][c:2]1[c:3]([CH:14]([OH:15])[c:16]2[cH:17][n:18][c:19]([NH:22][c:23]3[c:24]([F:30])[cH:25][c:26]([F:29])[cH:27][cH:28]3)[cH:20][cH:21]2)[cH:4][c:5](-[c:8]2[cH:9][cH:10][n:11][cH:12][cH:13]2)[cH:6][cH:7]1.[Na+:35].[Na+:36]>>[Cl:1][c:2]1[c:3]([C:14](=[O:15])[c:16]2[cH:17][n:18][c:19]([NH:22][c:23]3[c:24]([F:30])[cH:25][c:26]([F:29])[cH:27][cH:28]3)[cH:20][cH:21]2)[cH:4][c:5](-[c:8]2[cH:9][cH:10][n:11][cH:12][cH:13]2)[cH:6][cH:7]1. Starting materials: C=Cc1ccc(C)nc1, CN1CCCC1=O, Cc1ccc2[nH]c3c(c2c1)CN(c1ccc(I)cc1)CC3, [K+], [OH-]. The product is Cc1ccc2c(c1)c1c(n2CCc2ccc(C)nc2)CCN(c2ccc(I)cc2)C1. Reaction SMILES: [CH3:22][c:23]1[n:24][cH:25][c:26]([CH:29]=[CH2:30])[cH:27][cH:28]1.[CH3:33][N:34]1[CH2:35][CH2:36][CH2:37][C:38]1=[O:39].[I:1][c:2]1[cH:3][cH:4][c:5]([N:8]2[CH2:9][c:10]3[c:11]([nH:12][c:13]4[cH:14][cH:15][c:16]([CH3:19])[cH:17][c:18]34)[CH2:20][CH2:21]2)[cH:6][cH:7]1.[K+:32].[OH-:31]>>[I:1][c:2]1[cH:3][cH:4][c:5]([N:8]2[CH2:9][c:10]3[c:11]([n:12]([CH2:30][CH2:29][c:26]4[cH:25][n:24][c:23]([CH3:22])[cH:28][cH:27]4)[c:13]4[cH:14][cH:15][c:16]([CH3:19])[cH:17][c:18]34)[CH2:20][CH2:21]2)[cH:6][cH:7]1. The reactants are COC1(CC1)C1=CC=C(C=C1)C#CC1=CC=C(C(=O)OCC)C=C1 (ethyl 4-[4-(1-methoxycyclopropyl)-phenylethynyl]-benzoate), COC1(CC1)C1=CC=C(C=C1)C#CC1=CC=C(C(=O)OCC)C=C1 (ethyl 4-[4-(1-methoxycyclopropyl)-phenylethynyl]-benzoate), [OH-].[Na+] (NaOH), aqueous solution. The solvent is C(C)O (ethanol), O1CCCC1 (tetrahydrofuran). Conditions: time 8 hour. Product: COC1(CC1)C1=CC=C(C=C1)C#CC1=CC=C(C(=O)O)C=C1 (4-[4-(1-Methoxycyclopropyl)-phenylethynyl]-benzoic acid). Yield: 85.5%. As a reaction SMILES: [CH3:1][O:2][C:3]1([C:6]2[CH:11]=[CH:10][C:9]([C:12]#[C:13][C:14]3[CH:24]=[CH:23][C:17]([C:18]([O:20]CC)=[O:19])=[CH:16][CH:15]=3)=[CH:8][CH:7]=2)[CH2:5][CH2:4]1.[OH-].[Na+]>C(O)C.O1CCCC1>[CH3:1][O:2][C:3]1([C:6]2[CH:7]=[CH:8][C:9]([C:12]#[C:13][C:14]3[CH:15]=[CH:16][C:17]([C:18]([OH:20])=[O:19])=[CH:23][CH:24]=3)=[CH:10][CH:11]=2)[CH2:5][CH2:4]1 |f:1.2|. Procedure details: Using General Procedure I; a solution of ethyl 4-[4-(1-methoxycyclopropyl)-phenylethynyl]-benzoate (Compound 67, 110.0 mg, 0.34 mmol) in ethanol (3 mL) and tetrahydrofuran (3 mL) was treated with NaOH (160.0 mg, 4.0 mmols, 2.0 mL of a 2N aqueous solution) and stirred overnight at room temperature. Work-up afforded 85.0 mg (86%) of the title compound as an orange solid. Starting materials: O (water), CN(C1=CC=C(C=C1)C(C1=C(C=CC(=C1)C)O)=O)C (4′-dimethylamino-2-hydroxy-5-methylbenzophenone), CN(C=O)C (dimethylformamide), ClCCCCCCCCO (8-chloro-1-octanol), C([O-])([O-])=O.[K+].[K+] (potassium carbonate). Reaction conditions: temperature 100 celsius, time 2 hour. The product is CN(C1=CC(=C(C(=O)C2=CC=CC=C2)C=C1C)OCCCCCCCCO)C (4-dimethylamino-2-(8-hydroxy-n-octyloxy)-5-methyl-benzophenone). As a reaction SMILES: CN(C)[C:3]1[CH:8]=[CH:7][C:6]([C:9](=[O:18])[C:10]2[CH:15]=[C:14]([CH3:16])C=[CH:12][C:11]=2[OH:17])=[CH:5][CH:4]=1.C(=O)([O-])[O-].[K+].[K+].Cl[CH2:27][CH2:28][CH2:29][CH2:30][CH2:31][CH2:32][CH2:33][CH2:34][OH:35].O.[CH3:37][N:38]([CH3:41])[CH:39]=O>>[CH3:37][N:38]([CH3:41])[C:39]1[C:14]([CH3:16])=[CH:15][C:10]([C:9]([C:6]2[CH:5]=[CH:4][CH:3]=[CH:8][CH:7]=2)=[O:18])=[C:11]([O:17][CH2:27][CH2:28][CH2:29][CH2:30][CH2:31][CH2:32][CH2:33][CH2:34][OH:35])[CH:12]=1 |f:1.2.3|. Procedure: In a 50 ml three-necked round-bottomed flask, 1.51 g (5.9 mmol) of 4′-dimethylamino-2-hydroxy-5-methylbenzophenone are dissolved in 10.5 ml of dimethylformamide. 3.24 g (23.17 mmol) of potassium carbonate are then added at room temperature. A temperature rise to approx. 30° C. is observed and the yellow solution immediately becomes orange. The suspension is heated to 100° C. Then, 1.46 g (8.614 mmol) of 8-chloro-1-octanol are added dropwise within 10 minutes. The dark-orange suspension is stirre... Starting materials: C(C)OC(=O)C=1OC2=C(C1C)C(=CC=C2)OCCCNC2CCNCC2 (3-methyl-4-[3-(piperidin-4-ylamino)-propoxy]-benzofuran-2-carboxylic acid ethyl ester), Cl.ClCC=1C=NC=CC1 (3-(chloromethyl)pyridine hydrochloride), C(C)(C)N(C(C)C)CC (N,N-diisopropylethylamine). Run in C(C)O (ethanol), C(C)(=O)OCC (ethyl acetate). Conditions: temperature 70 celsius, time 8 hour. Yields the product C(C)OC(=O)C=1OC2=C(C1C)C(=CC=C2)OCCCNC2CCN(CC2)CC=2C=NC=CC2 (3-methyl-4-[3-(1-pyridin-3-ylmethyl-piperidin-4-ylamino)-propoxy]-benzofuran-2-carboxylic acid ethyl ester). Isolated yield 42.6%. Reaction SMILES: [CH2:1]([O:3][C:4]([C:6]1[O:7][C:8]2[CH:15]=[CH:14][CH:13]=[C:12]([O:16][CH2:17][CH2:18][CH2:19][NH:20][CH:21]3[CH2:26][CH2:25][NH:24][CH2:23][CH2:22]3)[C:9]=2[C:10]=1[CH3:11])=[O:5])[CH3:2].Cl.Cl[CH2:29][C:30]1[CH:31]=[N:32][CH:33]=[CH:34][CH:35]=1.C(N(CC)C(C)C)(C)C>C(O)C.C(OCC)(=O)C>[CH2:1]([O:3][C:4]([C:6]1[O:7][C:8]2[CH:15]=[CH:14][CH:13]=[C:12]([O:16][CH2:17][CH2:18][CH2:19][NH:20][CH:21]3[CH2:26][CH2:25][N:24]([CH2:29][C:30]4[CH:31]=[N:32][CH:33]=[CH:34][CH:35]=4)[CH2:23][CH2:22]3)[C:9]=2[C:10]=1[CH3:11])=[O:5])[CH3:2] |f:1.2|. Procedure details: A mixture of 3-methyl-4-[3-(piperidin-4-ylamino)-propoxy]-benzofuran-2-carboxylic acid ethyl ester (15 mg), 3-(chloromethyl)pyridine hydrochloride (8 mg) and N,N-diisopropylethylamine (22 μl) in ethanol (1.5 ml) was stirred overnight at 70° C. The reaction mixture was dissolved in ethyl acetate and washed with saturated ammonium chloride solution and water. The organic solvent was dried over anhydrous sodium sulfate and evaporated to dryness. The residue was purified by silica gel column chromat...